From a dataset of the Open Reaction Database (ORD), a public repository of structured organic reaction records. describe an organic reaction: reactants, conditions, products, and yield Reactants: CI, [Cl-], [H-], CC(O)C(=O)N1N=C(c2cc(F)ccc2F)SC1(CCCN=[N+]=[N-])c1ccccc1, [NH4+], [Na+], CN(C)C=O. Yields the product COC(C)C(=O)N1N=C(c2cc(F)ccc2F)SC1(CCCN=[N+]=[N-])c1ccccc1. Reaction SMILES: [CH3:31][I:32].[Cl-:35].[H-:33].[N:1](=[N+:2]=[N-:3])[CH2:4][CH2:5][CH2:6][C:7]1([c:25]2[cH:26][cH:27][cH:28][cH:29][cH:30]2)[S:8][C:9]([c:17]2[c:18]([F:24])[cH:19][cH:20][c:21]([F:23])[cH:22]2)=[N:10][N:11]1[C:12]([CH:13]([CH3:14])[OH:15])=[O:16].[NH4+:36].[Na+:34].[O:37]=[CH:38][N:39]([CH3:40])[CH3:41]>>[N:1](=[N+:2]=[N-:3])[CH2:4][CH2:5][CH2:6][C:7]1([c:25]2[cH:26][cH:27][cH:28][cH:29][cH:30]2)[S:8][C:9]([c:17]2[c:18]([F:24])[cH:19][cH:20][c:21]([F:23])[cH:22]2)=[N:10][N:11]1[C:12]([CH:13]([CH3:14])[O:15][CH3:31])=[O:16].